This data is from the Open Reaction Database (ORD), a public repository of structured organic reaction records. The task is: describe an organic reaction: reactants, conditions, products, and yield The reactants are C(C)(C)(C)OC(N(C)C)N(C)C (tert-Butoxybis(dimethylamino)methane), ClC1=CC=C(C=C1)C1CC(C(C1)=O)(C)C ((+/−)-4-(4-Chlorophenyl)-2,2-dimethyl-cyclopentanone), O.NN (Hydrazine hydrate). The solvent is C(C)(C)O (isopropanol). Run at temperature 100 celsius. Yields the product ClC1=CC=C(C=C1)C1CC(C=2NN=CC21)(C)C ((+/−)-4-(4-Chlorophenyl)-6,6-dimethyl-4,5-dihydro-1H-cyclopenta[c]pyrazole). Yield: 12.7%. As a reaction SMILES: [Cl:1][C:2]1[CH:7]=[CH:6][C:5]([CH:8]2[CH2:12][C:11](=O)[C:10]([CH3:15])([CH3:14])[CH2:9]2)=[CH:4][CH:3]=1.C(OC([N:25]([CH3:27])C)N(C)C)(C)(C)C.O.[NH2:29]N>C(O)(C)C>[Cl:1][C:2]1[CH:7]=[CH:6][C:5]([CH:8]2[C:12]3[CH:27]=[N:25][NH:29][C:11]=3[C:10]([CH3:15])([CH3:14])[CH2:9]2)=[CH:4][CH:3]=1 |f:2.3|. Reported procedure: (+/−)-4-(4-Chlorophenyl)-2,2-dimethyl-cyclopentanone (0.250 g, 1.12 mmol) is dissolved in isopropanol (5 mL) and stirred. tert-Butoxybis(dimethylamino)methane (0.33 mL, 1.57 mmol) is added drop wise to the reaction. The reaction is heated in a sealed vial at 100° C. for 12 hours, cooled to room temperature, and concentrated to dryness. The residue is diluted with isopropanol (5 mL). Hydrazine hydrate (0.11 mL, 2.25 mmol) is added to the reaction and heated to 100° C. in a sealed vial for 5 hours...